Dataset: the Open Reaction Database (ORD), a public repository of structured organic reaction records. Task: describe an organic reaction: reactants, conditions, products, and yield Reactants: C[C@@]12CCC(N[C@@H]2CCC2=C1C=CC(=C2)SC2=CC1=CC=CC=C1C=C2)=O ((4aR)-(10bR)-10b-methyl-8-(2-naphthylthio)-1,2,3,4,4a, 5,6,10b-octahydrobenzo [f]quinolin-3-one), CI (methyl iodide). Yields the product CN1C(CC[C@@]2(C3=C(CC[C@@H]12)C=C(C=C3)SC3=CC1=CC=CC=C1C=C3)C)=O ((+)-(4aR)-(10bR)-4,10b-dimethyl-8-(2-naphthylthio)-1,2,3,4,-4a, 5,6,10b-octahydrobenzo[f]quinolin-3-one). RXN SMILES: [CH3:1][C@@:2]12[C:11]3[CH:12]=[CH:13][C:14]([S:16][C:17]4[CH:26]=[CH:25][C:24]5[C:19](=[CH:20][CH:21]=[CH:22][CH:23]=5)[CH:18]=4)=[CH:15][C:10]=3[CH2:9][CH2:8][C@H:7]1[NH:6][C:5](=[O:27])[CH2:4][CH2:3]2.[CH3:28]I>>[CH3:28][N:6]1[C@H:7]2[C@@:2]([CH3:1])([C:11]3[CH:12]=[CH:13][C:14]([S:16][C:17]4[CH:26]=[CH:25][C:24]5[C:19](=[CH:20][CH:21]=[CH:22][CH:23]=5)[CH:18]=4)=[CH:15][C:10]=3[CH2:9][CH2:8]2)[CH2:3][CH2:4][C:5]1=[O:27]. Reported procedure: A 282 mg portion of (4aR)-(10bR)-10b-methyl-8-(2-naphthylthio)-1,2,3,4,4a, 5,6,10b-octahydrobenzo [f]quinolin-3-one was methylated with methyl iodide following the process of Example 95 to obtain 137 mg of the desired product. mp 138°-139.5° FDMS: m/e=387. α[D]589 =+69.6, α[D]365 =+261.4 (chloroform). The reactants are Cl.Cl.NC=1C=C(C=CC1)C1(CCN(CC1)CCOC1=CC=CC=C1)F (4-(3-aminophenyl)-1-(2-phenoxyethyl) 4-fluoropiperidine dihydrochloride), CS(=O)(=O)Cl (methanesulfonyl chloride), C(C)(C)N(CC)C(C)C (diisopropylethylamine). Product: Cl.FC1(CCN(CC1)CCOC1=CC=CC=C1)C=1C=C(C=CC1)NS(=O)(=O)C (N-{3-[4-Fluoro-1-(2-phenoxyethyl)piperidin-4-yl]phenyl}methane-sulfonamide Hydrochloride), desired material. The yield is 64.0%. As a reaction SMILES: Cl.Cl.[NH2:3][C:4]1[CH:5]=[C:6]([C:10]2([F:25])[CH2:15][CH2:14][N:13]([CH2:16][CH2:17][O:18][C:19]3[CH:24]=[CH:23][CH:22]=[CH:21][CH:20]=3)[CH2:12][CH2:11]2)[CH:7]=[CH:8][CH:9]=1.[CH3:26][S:27]([Cl:30])(=[O:29])=[O:28].C(N(C(C)C)CC)(C)C>>[ClH:30].[F:25][C:10]1([C:6]2[CH:5]=[C:4]([NH:3][S:27]([CH3:26])(=[O:29])=[O:28])[CH:9]=[CH:8][CH:7]=2)[CH2:11][CH2:12][N:13]([CH2:16][CH2:17][O:18][C:19]2[CH:20]=[CH:21][CH:22]=[CH:23][CH:24]=2)[CH2:14][CH2:15]1 |f:0.1.2,5.6|. Procedure details: The title compound was prepared from the reaction of 4-(3-aminophenyl)-1-(2-phenoxyethyl) 4-fluoropiperidine dihydrochloride with methanesulfonyl chloride in the presence of excess diisopropylethylamine as described in Example 17. The desired material was obtained in 64% yield as an off-white solid. Reactants: C(C)(C)(C)C=1C=C(C(=O)OC)C=C(C1)CO (Methyl 3-tert-butyl-5-hydroxymethylbenzoate), C(C)I (ethyl iodide). The product is C(C)(C)(C)C=1C=C(C(=O)OC)C=C(C1)COCC (Methyl 3-tert-butyl-5-ethoxymethylbenzoate). RXN SMILES: [C:1]([C:5]1[CH:6]=[C:7]([CH:12]=[C:13]([CH2:15][OH:16])[CH:14]=1)[C:8]([O:10][CH3:11])=[O:9])([CH3:4])([CH3:3])[CH3:2].[CH2:17](I)[CH3:18]>>[C:1]([C:5]1[CH:6]=[C:7]([CH:12]=[C:13]([CH2:15][O:16][CH2:17][CH3:18])[CH:14]=1)[C:8]([O:10][CH3:11])=[O:9])([CH3:4])([CH3:2])[CH3:3]. Procedure details: Methyl 3-tert-butyl-5-hydroxymethylbenzoate (2.0 g) was alkylated with ethyl iodide analogously to the conditions of O5.043. 1.18 g of the title compound were obtained. The reactants are CO, O=C(O)c1ccc([N+](=O)[O-])c(C(=O)O)c1. The product is Nc1ccc(C(=O)O)cc1C(=O)O. As a reaction SMILES: [CH3:16][OH:17].[N+:1]([O-:2])(=[O:3])[c:4]1[c:5]([C:13](=[O:14])[OH:15])[cH:6][c:7]([C:8](=[O:9])[OH:10])[cH:11][cH:12]1>>[NH2:1][c:4]1[c:5]([C:13](=[O:14])[OH:15])[cH:6][c:7]([C:8](=[O:9])[OH:10])[cH:11][cH:12]1. Reactants: O=C([O-])[O-], COS(=O)(=O)OC, CN(C)C=O, Cc1c(Cl)cc(F)c(-n2c(=O)cc(C(F)(F)F)[nH]c2=O)c1[N+](=O)[O-], [K+], [K+], O. Product: Cc1c(Cl)cc(F)c(-n2c(=O)cc(C(F)(F)F)n(C)c2=O)c1[N+](=O)[O-]. Reaction SMILES: [C:25](=[O:26])([O-:27])[O-:28].[CH3:31][O:32][S:33]([O:34][CH3:35])(=[O:36])=[O:37].[CH3:39][N:40]([CH3:41])[CH:42]=[O:43].[Cl:1][c:2]1[c:3]([CH3:24])[c:4]([N+:21](=[O:22])[O-:23])[c:5](-[n:9]2[c:10](=[O:20])[nH:11][c:12]([C:16]([F:17])([F:18])[F:19])[cH:13][c:14]2=[O:15])[c:6]([F:8])[cH:7]1.[K+:29].[K+:30].[OH2:38]>>[Cl:1][c:2]1[c:3]([CH3:24])[c:4]([N+:21](=[O:22])[O-:23])[c:5](-[n:9]2[c:10](=[O:20])[n:11]([CH3:25])[c:12]([C:16]([F:17])([F:18])[F:19])[cH:13][c:14]2=[O:15])[c:6]([F:8])[cH:7]1. Reactants: C1CCOC1, CC12CC=C3C4=C(CCC3C1CC=C2C(=O)C1CC1)CC(=O)CC4, [Na+], [Na+], O=S(=O)([O-])[O-], O. Yields the product CC12CC=C3C4=C(CCC3C1CCC2C(=O)C1CC1)CC(=O)CC4. As a reaction SMILES: [CH2:33]1[O:34][CH2:35][CH2:36][CH2:37]1.[CH:1]1([C:4](=[O:5])[C:6]2=[CH:11][CH2:10][CH:9]3[C:7]2([CH3:8])[CH2:23][CH:22]=[C:21]2[CH:12]3[CH2:13][CH2:14][C:15]3=[C:20]2[CH2:19][CH2:18][C:17](=[O:24])[CH2:16]3)[CH2:2][CH2:3]1.[Na+:25].[Na+:26].[O-:27][S:28]([O-:29])(=[O:30])=[O:31].[OH2:32]>>[CH:1]1([C:4](=[O:5])[CH:6]2[C:7]3([CH3:8])[CH:9]([CH2:10][CH2:11]2)[CH:12]2[CH2:13][CH2:14][C:15]4=[C:20]([CH2:19][CH2:18][C:17](=[O:24])[CH2:16]4)[C:21]2=[CH:22][CH2:23]3)[CH2:2][CH2:3]1. Starting materials: ClCCl, CN(C)C=O, O=C(Cl)C(=O)Cl, CC12CCC(=O)C=C1CCC1C2CCC2(C)C(C(=O)O)CCC12. The product is CC12CCC(=O)C=C1CCC1C2CCC2(C)C(C(=O)Cl)CCC12. RXN SMILES: [CH2:30]([Cl:31])[Cl:32].[CH3:33][N:34]([CH3:35])[CH:36]=[O:37].[Cl:24][C:25]([C:26]([Cl:27])=[O:28])=[O:29].[O:1]=[C:2]1[CH:3]=[C:4]2[CH2:5][CH2:6][CH:7]3[CH:8]4[CH2:9][CH2:10][CH:11]([C:21](=[O:22])[OH:23])[C:12]4([CH3:13])[CH2:14][CH2:15][CH:16]3[C:17]2([CH3:20])[CH2:18][CH2:19]1>>[O:1]=[C:2]1[CH:3]=[C:4]2[CH2:5][CH2:6][CH:7]3[CH:8]4[CH2:9][CH2:10][CH:11]([C:21](=[O:23])[Cl:24])[C:12]4([CH3:13])[CH2:14][CH2:15][CH:16]3[C:17]2([CH3:20])[CH2:18][CH2:19]1. Reactants: O=C1COCC(=O)O1, CC1=Nc2ccc(N(C)C(=O)COCC(=O)O)cc2C1(C)C, Cc1nc2ccc(N(C)C(=O)COCC(=O)O)cc2s1, CN, ClC(Cl)Cl. Yields the product CNc1ccc2c(c1)C(C)(C)C(C)=N2. RXN SMILES: [C:45]1(=[O:46])[O:47][C:48](=[O:49])[CH2:50][O:51][CH2:52]1.[CH3:1][N:2]([C:3](=[O:4])[CH2:5][O:6][CH2:7][C:8]([OH:9])=[O:10])[c:11]1[cH:12][c:13]2[c:17]([cH:18][cH:19]1)[N:16]=[C:15]([CH3:20])[C:14]2([CH3:21])[CH3:22].[CH3:23][N:24]([c:25]1[cH:26][cH:27][c:28]2[n:29][c:30]([CH3:31])[s:32][c:33]2[cH:34]1)[C:35](=[O:36])[CH2:37][O:38][CH2:39][C:40]([OH:41])=[O:42].[CH3:43][NH2:44].[CH:53]([Cl:54])([Cl:55])[Cl:56]>>[CH3:1][NH:2][c:11]1[cH:12][c:13]2[c:17]([cH:18][cH:19]1)[N:16]=[C:15]([CH3:20])[C:14]2([CH3:21])[CH3:22].